Dataset: the Open Reaction Database (ORD), a public repository of structured organic reaction records. Task: describe an organic reaction: reactants, conditions, products, and yield Starting materials: ClC=1C=C(C=C(C1)Cl)CC(=O)O (3,5-dichlorophenylacetic acid), Cl.COC([C@@H](N)CCCC)=O (L-norleucine methyl ester hydrochloride). Yields the product COC(C(CCCC)NC(CC1=CC(=CC(=C1)Cl)Cl)=O)=O (2-[(3,5dichlorophenyl)acetamido]hexanoic acid methyl ester). RXN SMILES: [Cl:1][C:2]1[CH:3]=[C:4]([CH2:9][C:10]([OH:12])=O)[CH:5]=[C:6]([Cl:8])[CH:7]=1.Cl.[CH3:14][O:15][C:16](=[O:23])[C@H:17]([CH2:19][CH2:20][CH2:21][CH3:22])[NH2:18]>>[CH3:14][O:15][C:16](=[O:23])[CH:17]([NH:18][C:10](=[O:12])[CH2:9][C:4]1[CH:5]=[C:6]([Cl:8])[CH:7]=[C:2]([Cl:1])[CH:3]=1)[CH2:19][CH2:20][CH2:21][CH3:22] |f:1.2|. Reported procedure: Following General Procedure F′ above, an using 3,5-dichlorophenylacetic acid (from Example C′ above) and L-norleucine methyl ester hydrochloride (Bachem), the title compound was prepared as a solid having a melting point of 77°-78° C. The reaction was monitored by tlc on silica gel (Rf=0.70 in 40% EtOAC/hexanes) and purification was by flash chromatography on silica gel using 40% EtOAc/hexanes as the eluant.